This data is from the Open Reaction Database (ORD), a public repository of structured organic reaction records. The task is: describe an organic reaction: reactants, conditions, products, and yield Starting materials: C(#N)C1=C(C(=CC=C1)C#N)B(O)O (2,6-dicyanobenzene boronic acid), C(=O)([O-])[O-].[K+].[K+] (K2CO3), COC([C@@H](NC(C1=C(C=CC=C1Cl)Cl)=O)CC1=CC=C(C=C1)OS(=O)(=O)C(F)(F)F)=O (N-(2,6-dichlorobenzoyl)-O-(trifluoromethanesulfonyl)-L-tyrosine methyl ester). Reagents/catalysts: C=1C=CC(=CC1)[P](C=2C=CC=CC2)(C=3C=CC=CC3)[Pd]([P](C=4C=CC=CC4)(C=5C=CC=CC5)C=6C=CC=CC6)([P](C=7C=CC=CC7)(C=8C=CC=CC8)C=9C=CC=CC9)[P](C=1C=CC=CC1)(C=1C=CC=CC1)C=1C=CC=CC1 (Pd(PPh3)4). Run in CCOC(=O)C (EtOAc), COCCOC.O (DME H2O). Run at temperature 80 celsius. Yields the product COC([C@@H](NC(C1=C(C=CC=C1Cl)Cl)=O)CC1=CC=C(C=C1)C1=C(C=CC=C1C(N)=O)C#N)=O (N-(2,6-dichlorobenzoyl)-4-(2-cyano-6-carbamoyl-phenyl)-L-phenylalanine methyl ester). Isolated yield 65.5%. RXN SMILES: [C:1]([C:3]1[CH:8]=[CH:7][CH:6]=[C:5]([C:9]#[N:10])[C:4]=1B(O)O)#[N:2].C([O-])([O-])=[O:15].[K+].[K+].[CH3:20][O:21][C:22](=[O:50])[C@H:23]([CH2:35][C:36]1[CH:41]=[CH:40][C:39](OS(C(F)(F)F)(=O)=O)=[CH:38][CH:37]=1)[NH:24][C:25](=[O:34])[C:26]1[C:31]([Cl:32])=[CH:30][CH:29]=[CH:28][C:27]=1[Cl:33]>COCCOC.O.CCOC(C)=O.C1C=CC([P]([Pd]([P](C2C=CC=CC=2)(C2C=CC=CC=2)C2C=CC=CC=2)([P](C2C=CC=CC=2)(C2C=CC=CC=2)C2C=CC=CC=2)[P](C2C=CC=CC=2)(C2C=CC=CC=2)C2C=CC=CC=2)(C2C=CC=CC=2)C2C=CC=CC=2)=CC=1>[CH3:20][O:21][C:22](=[O:50])[C@H:23]([CH2:35][C:36]1[CH:41]=[CH:40][C:39]([C:4]2[C:3]([C:1](=[O:15])[NH2:2])=[CH:8][CH:7]=[CH:6][C:5]=2[C:9]#[N:10])=[CH:38][CH:37]=1)[NH:24][C:25](=[O:34])[C:26]1[C:27]([Cl:33])=[CH:28][CH:29]=[CH:30][C:31]=1[Cl:32] |f:1.2.3,5.6,^1:67,69,88,107|. Procedure: To a mixture of 2,6-dicyanobenzene boronic acid (0.516 g) and anhydrous K2CO3 (0.52 g) in DME/H2O (10 mL/0.5 mL) under N2 was added N-(2,6-dichlorobenzoyl)-O-(trifluoromethanesulfonyl)-L-tyrosine methyl ester (0.5 g), The catalyst Pd(PPh3)4 (0.1 g) was added and the mixture was heated at 80° C. for 5 h. The mixture was cooled, diluted with EtOAc and washed successively with water and brine. The organic layer was dried (MgSO4), evaporated, and the residue was purified by column chromatography (si... The reactants are Cl.Cl.Cl.N[C@@H](CC(C)C)C=1N=C(SC1)NC1=CC(=C(C=C1)N1C=NC(=C1)C)OC ([4-((S)-1-amino-3-methyl-butyl)-thiazol-2-yl]-[3-methoxy-4-(4-methyl-imidazol-1-yl)-phenyl]-amine trihydrochloride), FC1=CC=C(C=C1)S(=O)(=O)Cl (4-fluorobenzenesulfonylchloride). The product is FC1=CC=C(C=C1)S(=O)(=O)N[C@@H](CC(C)C)C=1N=C(SC1)NC1=CC(=C(C=C1)N1C=NC(=C1)C)OC (4-Fluoro-N—((S)-1-{2-[3-methoxy-4-(4-methyl-imidazol-1-yl)-phenylamino]-thiazol-4-yl}-3-methyl-butyl)-benzene sulfonamide). As a reaction SMILES: Cl.Cl.Cl.[NH2:4][C@H:5]([C:10]1[N:11]=[C:12]([NH:15][C:16]2[CH:21]=[CH:20][C:19]([N:22]3[CH:26]=[C:25]([CH3:27])[N:24]=[CH:23]3)=[C:18]([O:28][CH3:29])[CH:17]=2)[S:13][CH:14]=1)[CH2:6][CH:7]([CH3:9])[CH3:8].[F:30][C:31]1[CH:36]=[CH:35][C:34]([S:37](Cl)(=[O:39])=[O:38])=[CH:33][CH:32]=1>>[F:30][C:31]1[CH:36]=[CH:35][C:34]([S:37]([NH:4][C@H:5]([C:10]2[N:11]=[C:12]([NH:15][C:16]3[CH:21]=[CH:20][C:19]([N:22]4[CH:26]=[C:25]([CH3:27])[N:24]=[CH:23]4)=[C:18]([O:28][CH3:29])[CH:17]=3)[S:13][CH:14]=2)[CH2:6][CH:7]([CH3:8])[CH3:9])(=[O:39])=[O:38])=[CH:33][CH:32]=1 |f:0.1.2.3|. Reported procedure: The title compound was prepared in analogy to example 36 from 96 mg (0.2 mmol) [4-((S)-1-amino-3-methyl-butyl)-thiazol-2-yl]-[3-methoxy-4-(4-methyl-imidazol-1-yl)-phenyl]-amine trihydrochloride and 40 mg (0.2 mmol) 4-fluorobenzenesulfonylchloride. The crude product was purified on silica gel with methylene chloride/methanol 19/1 yielding 85 mg (80%) 4-fluoro-N—((S)-1-{2-[3-methoxy-4-(4-methyl-imidazol-1-yl)-phenylamino]-thiazol-4-yl}-3-methyl-butyl)-benzenesulfonamide as a light yellow solid. MS... Starting materials: CSC1=CC=C(C=C1)N=C=O (4-Methylthiophenyl isocyanate), COC(CSC=1C=C(C=CC1)O)OC (3-(2,2-Dimethoxyethylthio)phenol), [N-]=C=O (isocyanate). Reagents/catalysts: C(C)N(CC)CC (triethylamine). Run in C1=CC=CC=C1 (benzene). Conditions: time 6 hour. Product: CC=1C=C(SC1)NC(OC1=CC(=CC=C1)SCC(OC)OC)=O (O-[3-(2,2-dimethoxyethylthio)-phenyl] N-4-methylthiophenylcarbamate). As a reaction SMILES: [CH3:1][O:2][CH:3]([O:13][CH3:14])[CH2:4][S:5][C:6]1[CH:7]=[C:8]([OH:12])[CH:9]=[CH:10][CH:11]=1.C[S:16][C:17]1[CH:22]=[CH:21][C:20]([N:23]=[C:24]=[O:25])=CC=1.[N-]=[C:27]=O>C1C=CC=CC=1.C(N(CC)CC)C>[CH3:27][C:22]1[CH:21]=[C:20]([NH:23][C:24](=[O:25])[O:12][C:8]2[CH:9]=[CH:10][CH:11]=[C:6]([S:5][CH2:4][CH:3]([O:2][CH3:1])[O:13][CH3:14])[CH:7]=2)[S:16][CH:17]=1. Reported procedure: 3-(2,2-Dimethoxyethylthio)phenol (0.05 mole) dissolved in benzene (10 ml) is charged into a glass reaction flask equipped with a mechanical stirrer. 4-Methylthiophenyl isocyanate (0.06 mole) and triethylamine (3 drops) are then added, and the resulting mixture is stirred at room temperature for a period of about 6 hours. The mixture is then stripped of solvent and unreacted isocyanate to yield the desired product O-[3-(2,2-dimethoxyethylthio)-phenyl] N-4-methylthiophenylcarbamate as the residue. Run at time 8 hour. Run in O (water), C(C)#N (acetonitrile). The product is C(C1=CC=CC=C1)OC(NC(C)C=1N=C2N(N=CC=C2)C1I)=O ([1-(3-iodo-imidazo[1,2-b]pyridazin-2-yl)-ethyl]-carbamic acid benzyl ester). Starting materials: C(C1=CC=CC=C1)OC(NC(C)C=1N=C2N(N=CC=C2)C1)=O ((1-imidazo[1,2-b]pyridazin-2-yl-ethyl)-carbamic acid benzyl ester), IN1C(CCC1=O)=O (N-iodosuccinimide). Procedure: To a solution of (1-imidazo[1,2-b]pyridazin-2-yl-ethyl)-carbamic acid benzyl ester (2.5 g, 8.44 mmol) in acetonitrile (30 mL) was added N-iodosuccinimide (2.3 g, 10.13 mmol) at rt and stirred overnight. After completion of the reaction, the mixture was diluted with water and extracted with EtOAc. The organic layer was washed with satd. sodium bicarbonate, dried over sodium sulfate, filtered and concentrated in vacuo. The crude product was purified by column chromatography using silica gel (100-2... Reaction SMILES: [CH2:1]([O:8][C:9](=[O:22])[NH:10][CH:11]([C:13]1[N:14]=[C:15]2[CH:20]=[CH:19][CH:18]=[N:17][N:16]2[CH:21]=1)[CH3:12])[C:2]1[CH:7]=[CH:6][CH:5]=[CH:4][CH:3]=1.[I:23]N1C(=O)CCC1=O>C(#N)C.O>[CH2:1]([O:8][C:9](=[O:22])[NH:10][CH:11]([C:13]1[N:14]=[C:15]2[CH:20]=[CH:19][CH:18]=[N:17][N:16]2[C:21]=1[I:23])[CH3:12])[C:2]1[CH:3]=[CH:4][CH:5]=[CH:6][CH:7]=1. The reactants are O.O.O.C(C)(=O)[O-].[Na+] (sodium acetate trihydrate), O (water), C1(CCCC1)OC=1C=C(C=CC1OC)C1(CC(CCC1)=O)C#C (3-(3Cyclopentyloxy-4-methoxyphenyl)-3-ethynylcyclohexan-1-one), CO (methanol). The reagents and catalysts are [Cu](Cl)Cl (copper (II) chloride), [Pd](Cl)Cl (palladium (II) chloride). Run at time 2.5 hour. The product is C(=O)(OC)C#CC1(CC(CCC1)=O)C1=CC(=C(C=C1)OC)OC1CCCC1 (3-(carbomethoxyethynyl)-3-(3-cyclopentyloxy-4-methoxyphenyl)cyclohexan-1-one). As a reaction SMILES: [CH:1]1([O:6][C:7]2[CH:8]=[C:9]([C:15]3([C:22]#[CH:23])[CH2:20][CH2:19][CH2:18][C:17](=[O:21])[CH2:16]3)[CH:10]=[CH:11][C:12]=2[O:13][CH3:14])[CH2:5][CH2:4][CH2:3][CH2:2]1.O.O.O.[C:27]([O-:30])(=[O:29])C.[Na+].O.[CH3:33]O>[Cu](Cl)Cl.[Pd](Cl)Cl>[C:27]([C:23]#[C:22][C:15]1([C:9]2[CH:10]=[CH:11][C:12]([O:13][CH3:14])=[C:7]([O:6][CH:1]3[CH2:2][CH2:3][CH2:4][CH2:5]3)[CH:8]=2)[CH2:20][CH2:19][CH2:18][C:17](=[O:21])[CH2:16]1)([O:30][CH3:33])=[O:29] |f:1.2.3.4.5|. Procedure: 3-(3Cyclopentyloxy-4-methoxyphenyl)-3-ethynylcyclohexan-1-one (0.30 g, 0.98 mmol) was dissolved in dry methanol (20 mL) and carbon monoxide was bubbled into the solution for 10 min. A mixture of copper (II) chloride (0.264 g, 1.96 mmol) and sodium acetate trihydrate (0.267 g, 1.96 mmol) was added, then trace palladium (II) chloride was added. After 2.5 h at room temperature, water was added and the methanol was evaporated The aqueous residue was extracted three times with ether, the combined ext... The reactants are NC1=NC(=C(C(=C1)C)Br)C (2-amino-5-bromo-4,6-dimethylpyridine), [PH2](=O)O (hypophosphorous acid), N(=O)[O-].[Na+] (sodium nitrite), [OH-].[Na+] (sodium hydroxide). Run in O (water), O (water). Reaction conditions: temperature 0 celsius, time 30 minute. The product is BrC=1C(=CC(NC1C)=O)C (5-Bromo-4,6-dimethyl-1H-pyridin-2-one). Isolated yield 96.9%. RXN SMILES: N[C:2]1[CH:7]=[C:6]([CH3:8])[C:5]([Br:9])=[C:4]([CH3:10])[N:3]=1.[PH2](O)=[O:12].N([O-])=O.[Na+].[OH-].[Na+]>O>[Br:9][C:5]1[C:6]([CH3:8])=[CH:7][C:2](=[O:12])[NH:3][C:4]=1[CH3:10] |f:2.3,4.5|. Procedure details: To a solution of 2-amino-5-bromo-4,6-dimethylpyridine (0.7 g, 3.48 mmol) in water (6.4 mL) was added an aqueous solution of hypophosphorous acid (50%, 2.9 mL, 27.84 mmol). The mixture was cooled to about 0° C. and a solution of sodium nitrite (0.281 g, 4.07 mmol) in water (1.4 mL) was added with vigorous stirring, maintaining the temperature below 5° C. The mixture was stirred for 30 minutes at 0° C. and was then allowed to warm up to r.t. overnight. The solution was neutralized to pH 6-7 with a... Starting materials: N[C@@H]1C[C@H]([C@H](CC1)NC(=O)C1=C(NC2=C1N=CN=C2C2=C(C=CC(=C2)C(F)F)OCC2CC2)C)F (N-[(1S*,2R*,4S*)-4-amino-2-fluorocyclohexyl]-4-[2-(cyclopropylmethoxy)-5-(difluoromethyl)phenyl]-6-methyl-5H-pyrrolo[3,2-d]pyrimidine-7-carboxamide), COCC(=O)Cl (methoxy-acetyl chloride). Product: C1(CC1)COC1=C(C=C(C=C1)C(F)F)C=1C2=C(N=CN1)C(=C(N2)C)C(=O)N[C@@H]2[C@@H](C[C@H](CC2)NC(COC)=O)F (4-[2-(Cyclopropylmethoxy)-5-(difluoromethyl)phenyl]-N-{(1S*,2R*,4S*)-2-fluoro-4-[(methoxyacetyl)amino]cyclohexyl}-6-methyl-5H-pyrrolo[3,2-d]pyrimidine-7-carboxamide). Reaction SMILES: [NH2:1][C@H:2]1[CH2:7][CH2:6][C@H:5]([NH:8][C:9]([C:11]2[C:15]3[N:16]=[CH:17][N:18]=[C:19]([C:20]4[CH:25]=[C:24]([CH:26]([F:28])[F:27])[CH:23]=[CH:22][C:21]=4[O:29][CH2:30][CH:31]4[CH2:33][CH2:32]4)[C:14]=3[NH:13][C:12]=2[CH3:34])=[O:10])[C@H:4]([F:35])[CH2:3]1.[CH3:36][O:37][CH2:38][C:39](Cl)=[O:40]>>[CH:31]1([CH2:30][O:29][C:21]2[CH:22]=[CH:23][C:24]([CH:26]([F:28])[F:27])=[CH:25][C:20]=2[C:19]2[C:14]3[NH:13][C:12]([CH3:34])=[C:11]([C:9]([NH:8][C@H:5]4[CH2:6][CH2:7][C@H:2]([NH:1][C:39](=[O:40])[CH2:38][O:37][CH3:36])[CH2:3][C@H:4]4[F:35])=[O:10])[C:15]=3[N:16]=[CH:17][N:18]=2)[CH2:32][CH2:33]1. Reported procedure: Starting from N-[(1S*,2R*,4S*)-4-amino-2-fluorocyclohexyl]-4-[2-(cyclopropylmethoxy)-5-(difluoromethyl)phenyl]-6-methyl-5H-pyrrolo[3,2-d]pyrimidine-7-carboxamide (example D.f73) and commercially available methoxy-acetyl chloride the title compound is obtained as colorless solid. The reactants are P(=O)(Cl)(Cl)Cl (phosphorus oxychloride), CN(C=O)C (N,N-dimethylformamide), OC1=CC(=NN1C)C1=CC(=C(C=C1)OC(C)C)C (5-hydroxy-3-(4-isopropoxy-3-methyl-phenyl)-1-methyl-1H-pyrazole). The product is ClC1=C(C(=NN1C)C1=CC(=C(C=C1)OC(C)C)C)C=O (5-chloro-4-formyl-3-(4-isopropoxy-3-methyl-phenyl)-1-methyl-1H-pyrazole), CC1=C(C=CC(=C1)C1=NN(C(=C1C=O)Cl)C)O (2-methyl-4-(5-chloro-4-formyl-1-methyl-1H-pyrazol-3-yl)-phenol). Reaction SMILES: P(Cl)(Cl)([Cl:3])=O.[OH:6][C:7]1[N:11]([CH3:12])[N:10]=[C:9]([C:13]2[CH:18]=[CH:17][C:16]([O:19][CH:20]([CH3:22])[CH3:21])=[C:15]([CH3:23])[CH:14]=2)[CH:8]=1.[CH3:24][N:25]([CH3:28])[CH:26]=[O:27]>>[Cl:3][C:7]1[N:11]([CH3:12])[N:10]=[C:9]([C:13]2[CH:18]=[CH:17][C:16]([O:19][CH:20]([CH3:22])[CH3:21])=[C:15]([CH3:23])[CH:14]=2)[C:8]=1[CH:26]=[O:27].[CH3:23][C:15]1[CH:14]=[C:13]([C:9]2[C:8]([CH:7]=[O:6])=[C:28]([Cl:3])[N:25]([CH3:24])[N:10]=2)[CH:18]=[CH:17][C:16]=1[OH:19]. Procedure details: At 0° C., to phosphorus oxychloride 43 g was added N,N-dimethylformamide 3.2 g and the resulting mixture was stirred for a half hour. Thereto was added 5-hydroxy-3-(4-isopropoxy-3-methyl-phenyl)-1-methyl-1H-pyrazole (described in Reference preparation example 95) 8.3 g. The resulting mixture was stirred at 100° C. for ten hours and the reaction solvent was distilled off under reduced pressure. To the reaction mixture was added ice water 100 ml and the resulting mixture was extracted with ethyl a... Reactants: N#N.S(=O)(=O)(C1=CC=CC=2C(N(C)C)=CC=CC12)N[C@@H](CCCNC(N)=N)C(=O)O (N2 dansyl-L-arginine), O.C1(=CC=C(C=C1)S(=O)(=O)O)C (p-toluenesulfonic acid monohydrate), C1=CC=CC=C1 (benzene). The solvent is C(C1=CC=CC=C1)O (benzyl alcohol). Run at temperature 100 celsius. Yields the product N#N.C1(=CC=C(C=C1)S(=O)(=O)O)C.C1(=CC=C(C=C1)S(=O)(=O)O)C.C(C1=CC=CC=C1)OC([C@@H](NS(=O)(=O)C1=CC=CC=2C(N(C)C)=CC=CC12)CCCNC(N)=N)=O (N2 dansyl-L-arginine benzyl ester di(p-toluenesulfonate)). Isolated yield 87.0%. RXN SMILES: [N:1]#[N:2].[S:3]([NH:19][C@H:20]([C:28]([OH:30])=[O:29])[CH2:21][CH2:22][CH2:23][NH:24][C:25](=[NH:27])[NH2:26])([C:6]1[C:18]2[CH:17]=[CH:16][CH:15]=[C:11]([N:12]([CH3:14])[CH3:13])[C:10]=2[CH:9]=[CH:8][CH:7]=1)(=[O:5])=[O:4].O.[C:32]1([CH3:42])[CH:37]=[CH:36][C:35]([S:38]([OH:41])(=[O:40])=[O:39])=[CH:34][CH:33]=1.C1C=CC=CC=1>C(O)C1C=CC=CC=1>[N:1]#[N:2].[C:32]1([CH3:42])[CH:33]=[CH:34][C:35]([S:38]([OH:41])(=[O:39])=[O:40])=[CH:36][CH:37]=1.[C:32]1([CH3:42])[CH:33]=[CH:34][C:35]([S:38]([OH:41])(=[O:39])=[O:40])=[CH:36][CH:37]=1.[CH2:42]([O:29][C:28](=[O:30])[C@H:20]([CH2:21][CH2:22][CH2:23][NH:24][C:25](=[NH:26])[NH2:27])[NH:19][S:3]([C:6]1[C:18]2[CH:17]=[CH:16][CH:15]=[C:11]([N:12]([CH3:13])[CH3:14])[C:10]=2[CH:9]=[CH:8][CH:7]=1)(=[O:4])=[O:5])[C:32]1[CH:37]=[CH:36][CH:35]=[CH:34][CH:33]=1 |f:0.1,2.3,6.7.8.9|. Procedure: A mixture of 1.0 grams of N2 -dansyl-L-arginine and 1.4 gram of p-toluenesulfonic acid monohydrate in 10 ml of benzyl alcohol was heated for 30 minutes at 100° C. To the thus obtained clear solution, 100 ml of benzene was added, and the mixture was refluxed for 5 hours, removing water by azeotropic distillation. After the solvent was removed by distillation, 100 ml of ethyl ether was added to the residue, giving a crystalline mass. Crystallization from acetone gave N2 -dansyl-L-arginine benzyl e... Starting materials: Cl (HCl), ClC1=CC=C(C=C1)CC(C(=O)N1CCN(CC1)C=1C2=C(N=CN1)CS(C2)(=O)=O)NC([O-])=O (3-(4-chlorophenyl)-1-(4-(6,6-dioxido-5,7-dihydrothieno[3,4-d]pyrimidin-4-yl)piperazin-1-yl)-1-oxopropan-2-ylcarbamate). Solvent: O1CCOCC1 (dioxane), C(Cl)Cl (DCM). Reaction conditions: time 4 hour. The product is Cl.Cl.N[C@@H](C(=O)N1CCN(CC1)C=1C2=C(N=CN1)CS(C2)(=O)=O)CC2=CC=C(C=C2)Cl ((R)-2-amino-3-(4-chlorophenyl)-1-(4-(6,6-dioxido-5,7-dihydrothieno[3,4-d]pyrimidin-4-yl)piperazin-1-yl)propan-1-one dihydrochloride). Isolated yield 100.0%. Reaction SMILES: [ClH:1].[Cl:2][C:3]1[CH:8]=[CH:7][C:6]([CH2:9][CH:10]([NH:30]C(=O)[O-])[C:11]([N:13]2[CH2:18][CH2:17][N:16]([C:19]3[C:20]4[CH2:27][S:26](=[O:29])(=[O:28])[CH2:25][C:21]=4[N:22]=[CH:23][N:24]=3)[CH2:15][CH2:14]2)=[O:12])=[CH:5][CH:4]=1>O1CCOCC1.C(Cl)Cl>[ClH:2].[ClH:1].[NH2:30][C@H:10]([CH2:9][C:6]1[CH:7]=[CH:8][C:3]([Cl:2])=[CH:4][CH:5]=1)[C:11]([N:13]1[CH2:18][CH2:17][N:16]([C:19]2[C:20]3[CH2:27][S:26](=[O:29])(=[O:28])[CH2:25][C:21]=3[N:22]=[CH:23][N:24]=2)[CH2:15][CH2:14]1)=[O:12] |f:4.5.6|. Procedure details: HCl in dioxane (4M, 2 mL) was added to a solution of 3-(4-chlorophenyl)-1-(4-(6,6-dioxido-5,7-dihydrothieno[3,4-d]pyrimidin-4-yl)piperazin-1-yl)-1-oxopropan-2-ylcarbamate (58 mg, 0.11 mmol) in DCM (10 mL). The mixture was stirred at room temperature for 4 hours, and the solvent was removed to afford (R)-2-amino-3-(4-chlorophenyl)-1-(4-(6,6-dioxido-5,7-dihydrothieno[3,4-d]pyrimidin-4-yl)piperazin-1-yl)propan-1-one dihydrochloride (47 mg, 100%). LCMS: 436.0 [M+H+] (APCI+).